Dataset: the Open Reaction Database (ORD), a public repository of structured organic reaction records. Task: describe an organic reaction: reactants, conditions, products, and yield Reactants: NC=1OC[C@@]2(C3=CC(=CC=C3OC=3C(=CC(=CC23)O)F)Br)N1 ((S)-2-amino-7′-bromo-4′-fluoro-5H-spiro[oxazole-4,9′-xanthen]-2′-ol), N1=CN=CC(=C1)B(O)O (pyrimidin-5-ylboronic acid), CN(C)C=O (DMF), C([O-])([O-])=O.[Na+].[Na+] (sodium carbonate). The reagents and catalysts are C=1C=CC(=CC1)[P](C=2C=CC=CC2)(C=3C=CC=CC3)[Pd]([P](C=4C=CC=CC4)(C=5C=CC=CC5)C=6C=CC=CC6)([P](C=7C=CC=CC7)(C=8C=CC=CC8)C=9C=CC=CC9)[P](C=1C=CC=CC1)(C=1C=CC=CC1)C=1C=CC=CC1 (tetrakis(triphenylphosphine)palladium). Solvent: O (water). Reaction conditions: temperature 85 celsius, time 2.5 hour. Product: NC=1OC[C@@]2(C3=CC(=CC=C3OC=3C(=CC(=CC23)O)F)C=2C=NC=NC2)N1 ((S)-2-amino-4′-fluoro-7′-(pyrimidin-5-yl)-5H-spiro[oxazole-4,9′-xanthen]-2′-ol). Reaction SMILES: [NH2:1][C:2]1[O:3][CH2:4][C@@:5]2([N:22]=1)[C:18]1[CH:17]=[C:16]([OH:19])[CH:15]=[C:14]([F:20])[C:13]=1[O:12][C:11]1[C:6]2=[CH:7][C:8](Br)=[CH:9][CH:10]=1.[N:23]1[CH:28]=[C:27](B(O)O)[CH:26]=[N:25][CH:24]=1.CN(C=O)C.C(=O)([O-])[O-].[Na+].[Na+]>C1C=CC([P]([Pd]([P](C2C=CC=CC=2)(C2C=CC=CC=2)C2C=CC=CC=2)([P](C2C=CC=CC=2)(C2C=CC=CC=2)C2C=CC=CC=2)[P](C2C=CC=CC=2)(C2C=CC=CC=2)C2C=CC=CC=2)(C2C=CC=CC=2)C2C=CC=CC=2)=CC=1.O>[NH2:1][C:2]1[O:3][CH2:4][C@@:5]2([N:22]=1)[C:18]1[CH:17]=[C:16]([OH:19])[CH:15]=[C:14]([F:20])[C:13]=1[O:12][C:11]1[C:6]2=[CH:7][C:8]([C:27]2[CH:28]=[N:23][CH:24]=[N:25][CH:26]=2)=[CH:9][CH:10]=1 |f:3.4.5,^1:46,48,67,86|. Procedure details: A 25 ml RBF was charged with (S)-2-amino-7′-bromo-4′-fluoro-5H-spiro[oxazole-4,9′-xanthen]-2′-ol (629 mg, 1.723 mmol), tetrakis(triphenylphosphine)palladium (199 mg, 0.172 mmol), and pyrimidin-5-ylboronic acid (320 mg, 2.58 mmol). DMF (8613 μL) and sodium carbonate (2M solution) (2584 μL, 5.17 mmol) were added and the mixture was stirred at 85° C. for 2.5 hrs. The mixture was cooled to RT, water (˜5 ml) was added and stirring was continued for 10 min. The precipitate was filtered out, washed wit... Reactants: BrCc1ccccc1, O=C([O-])[O-], CN(C)C=O, O=Cc1ccccc1O, [Cs+], [Cs+], O. Product: O=Cc1ccccc1OCc1ccccc1. As a reaction SMILES: [Br:10][CH2:11][c:12]1[cH:13][cH:14][cH:15][cH:16][cH:17]1.[C:18](=[O:19])([O-:20])[O-:21].[CH3:25][N:26]([CH3:27])[CH:28]=[O:29].[CH:1](=[O:2])[c:3]1[cH:4][cH:5][cH:6][cH:7][c:8]1[OH:9].[Cs+:22].[Cs+:23].[OH2:24]>>[CH:1](=[O:2])[c:3]1[cH:4][cH:5][cH:6][cH:7][c:8]1[O:9][CH2:11][c:12]1[cH:13][cH:14][cH:15][cH:16][cH:17]1. Product: CS(=O)(=O)c1ccc(C(=NOC2CCCC2)C(=O)Nc2ccon2)cc1Cl. RXN SMILES: [CH3:38][C:39]#[N:40].[CH:29]([N:30]([CH2:31][CH3:32])[CH:33]([CH3:34])[CH3:35])([CH3:36])[CH3:37].[Cl:1][c:2]1[cH:3][c:4]([C:12]([C:13](=[O:14])[OH:15])=[N:16][O:17][CH:18]2[CH2:19][CH2:20][CH2:21][CH2:22]2)[cH:5][cH:6][c:7]1[S:8](=[O:9])(=[O:10])[CH3:11].[o:23]1[n:24][c:25]([NH2:28])[cH:26][cH:27]1>>[Cl:1][c:2]1[cH:3][c:4]([C:12]([C:13](=[O:15])[NH:28][c:25]2[n:24][o:23][cH:27][cH:26]2)=[N:16][O:17][CH:18]2[CH2:19][CH2:20][CH2:21][CH2:22]2)[cH:5][cH:6][c:7]1[S:8](=[O:9])(=[O:10])[CH3:11]. Starting materials: CC#N, CCN(C(C)C)C(C)C, CS(=O)(=O)c1ccc(C(=NOC2CCCC2)C(=O)O)cc1Cl, Nc1ccon1. The reactants are C(C)OC(/C(=C/C1=CC(=NC=C1[N+](=O)[O-])Cl)/O)=O ((Z)-3-(2-chloro-5-nitro-pyridin-4-yl)-2-hydroxy-acrylic acid ethyl ester), C1(CCCC1)N1CCNCC1 (1-cyclopentyl-piperazine). Solvent: CN(C)C=O (DMF), C(=O)(O)[O-].[Na+] (NaHCO3). Run at temperature 110 celsius. Product: C(C)OC(/C(=C/C1=CC(=NC=C1[N+](=O)[O-])N1CCN(CC1)C1CCCC1)/O)=O ((Z)-3-[2-(4-Cyclopentyl-piperazin-1-yl)-5-nitro-pyridin-4-yl]-2-hydroxy-acrylic acid ethyl ester). As a reaction SMILES: [CH2:1]([O:3][C:4](=[O:18])/[C:5](/[OH:17])=[CH:6]/[C:7]1[C:12]([N+:13]([O-:15])=[O:14])=[CH:11][N:10]=[C:9](Cl)[CH:8]=1)[CH3:2].[CH:19]1([N:24]2[CH2:29][CH2:28][NH:27][CH2:26][CH2:25]2)[CH2:23][CH2:22][CH2:21][CH2:20]1>CN(C=O)C.C([O-])(O)=O.[Na+]>[CH2:1]([O:3][C:4](=[O:18])/[C:5](/[OH:17])=[CH:6]/[C:7]1[C:12]([N+:13]([O-:15])=[O:14])=[CH:11][N:10]=[C:9]([N:27]2[CH2:28][CH2:29][N:24]([CH:19]3[CH2:23][CH2:22][CH2:21][CH2:20]3)[CH2:25][CH2:26]2)[CH:8]=1)[CH3:2] |f:3.4|. Procedure details: A mixture of 3.16 g (Z)-3-(2-chloro-5-nitro-pyridin-4-yl)-2-hydroxy-acrylic acid ethyl ester in 40 mL DMF was treated with 2.96 g (192 mmol) 1-cyclopentyl-piperazine and heated to 110° C. for 1.5 h. The mixture was diluted with 1N NaHCO3 aq. and extracted with DCM. The combined organic layers were dried with MgSO4 and evaporated to dryness to yield the title compound which was used without further purification. Starting materials: NC1=CC=C(C=C1)NC(=S)NCC1=CC=NC=C1 (1-(p-aminophenyl)-3-(4-pyridylmethyl)-2-thiourea), C(C)(=O)Cl (acetyl chloride). The solvent is N1=CC=CC=C1 (pyridine). Run at time 30 minute. Product: C(C)(=O)NC1=CC=C(C=C1)NC(=S)NCC1=CC=NC=C1 (1-(p-acetomidophenyl)-3-(4-pyridylmethyl)-2-thiourea). As a reaction SMILES: [NH2:1][C:2]1[CH:7]=[CH:6][C:5]([NH:8][C:9]([NH:11][CH2:12][C:13]2[CH:18]=[CH:17][N:16]=[CH:15][CH:14]=2)=[S:10])=[CH:4][CH:3]=1.[C:19](Cl)(=[O:21])[CH3:20]>N1C=CC=CC=1>[C:19]([NH:1][C:2]1[CH:7]=[CH:6][C:5]([NH:8][C:9]([NH:11][CH2:12][C:13]2[CH:14]=[CH:15][N:16]=[CH:17][CH:18]=2)=[S:10])=[CH:4][CH:3]=1)(=[O:21])[CH3:20]. Procedure details: To a chilled (circa 0° C.) solution of 5.16 gms. (0.02 mole) of 1-(p-aminophenyl)-3-(4-pyridylmethyl)-2-thiourea (Example 19, supra.) and 75 ml. of pyridine there is added dropwise 1.48 gms. (0.02 mole) of acetyl chloride with stirring, while maintaining the temperature at circa 0° C. Upon completion of the addition, the reaction mixture is stirred for an additional 30 minutes and then allowed to stand at room temperature for about 16 hours. Solvent is then removed in vacuo and the residue suspe...